This data is from the Open Reaction Database (ORD), a public repository of structured organic reaction records. The task is: describe an organic reaction: reactants, conditions, products, and yield Solvent: CCO (EtOH). Isolated yield 88.8%. Procedure details: To a solution of N-benzyl-6-(benzyloxy)-N-methylhexahydrofuro[3,2-b]furan-3-amine (5.10 g, 15 mmol) in EtOH (40 mL) were added Pd/C (10% wt, 1.0 g) and concentrated HCl (36.5%, 2 mL) in a autoclave under 5 MPa H2. The reaction mixture was stirred at 60° C. overnight and filtered. The filtrate was concentrated in vacuo to give the title compound as yellow oil (2.12 g, 88.6%). Reagents/catalysts: [Pd] (Pd/C). Yields the product CNC1COC2C1OCC2O (6-(methylamino)hexahydrofuro[3,2-b]furan-3-ol). Starting materials: C(C1=CC=CC=C1)N(C1C2C(OC1)C(CO2)OCC2=CC=CC=C2)C (N-benzyl-6-(benzyloxy)-N-methylhexahydrofuro[3,2-b]furan-3-amine), Cl (HCl). RXN SMILES: [CH2:1]([N:8](C)[CH:9]1[CH2:13][O:12][CH:11]2[CH:14]([O:17]CC3C=CC=CC=3)[CH2:15][O:16][CH:10]12)C1C=CC=CC=1.Cl>CCO.[Pd]>[CH3:1][NH:8][CH:9]1[CH:10]2[O:16][CH2:15][CH:14]([OH:17])[CH:11]2[O:12][CH2:13]1. Reaction conditions: temperature 60 celsius, time 8 hour. The reactants are IC1=C(C(=O)O)C=CC=C1 (2-iodobenzoic acid), C(C)N1N=C(C=C1N)C (1-ethyl-3-methyl-5-aminopyrazole), CN(C)C=O (DMF), C([O-])([O-])=O.[K+].[K+] (potassium carbonate), ice water. The reagents and catalysts are CC(=O)[O-].CC(=O)[O-].[Cu+2].O (Cu(OAc)2.H2O). Run in C(C)(=O)O (acetic acid). Yields the product C(C)N1N=C(C=C1NC=1C(C(=O)O)=CC=CC1)C (N- (1-ethyl-3-methylpyrazol-5-yl) anthranilic acid). The yield is 48.2%. Reaction SMILES: I[C:2]1[CH:10]=[CH:9][CH:8]=[CH:7][C:3]=1[C:4]([OH:6])=[O:5].[CH2:11]([N:13]1[C:17]([NH2:18])=[CH:16][C:15]([CH3:19])=[N:14]1)[CH3:12].CN(C=O)C.C(=O)([O-])[O-].[K+].[K+]>CC([O-])=O.CC([O-])=O.[Cu+2].O.C(O)(=O)C>[CH2:11]([N:13]1[C:17]([NH:18][C:2]2[C:3](=[CH:7][CH:8]=[CH:9][CH:10]=2)[C:4]([OH:6])=[O:5])=[CH:16][C:15]([CH3:19])=[N:14]1)[CH3:12] |f:3.4.5,6.7.8.9|. Procedure: A mixture of 2-iodobenzoic acid (14.88 g, 0.06 mol), 1-ethyl-3-methyl-5-aminopyrazole (7.5 g, 0.06 mol), DMF (50 ml), Cu(OAc)2.H2O (0.5 g) and potassium carbonate (8.3 g, 0.06 mol) was refluxed for 20 hours. The reaction mixture was cooled to room temperature, poured into ice-water and neutralized with acetic acid. A solid formed which was collected by filtration, washed with water and dried to give 7.1 g (98%) of N- (1-ethyl-3-methylpyrazol-5-yl) anthranilic acid. The reactants are S=C=Nc1cccc(Br)c1, CCCCCCCCCCC1NCCCS1. Yields the product CCCCCCCCCCC1SCCCN1C(=S)Nc1cccc(Br)c1. Reaction SMILES: [Br:17][c:18]1[cH:19][c:20]([N:24]=[C:25]=[S:26])[cH:21][cH:22][cH:23]1.[CH2:1]([CH2:2][CH2:3][CH2:4][CH2:5][CH2:6][CH2:7][CH2:8][CH2:9][CH3:10])[CH:11]1[S:12][CH2:13][CH2:14][CH2:15][NH:16]1>>[CH2:1]([CH2:2][CH2:3][CH2:4][CH2:5][CH2:6][CH2:7][CH2:8][CH2:9][CH3:10])[CH:11]1[S:12][CH2:13][CH2:14][CH2:15][N:16]1[C:25]([NH:24][c:20]1[cH:19][c:18]([Br:17])[cH:23][cH:22][cH:21]1)=[S:26]. The reactants are C1(CC1)NC1=C(C(=O)NC)C=CC=C1[N+](=O)[O-] (2-(cyclopropylamino)-N-methyl-3-nitrobenzamide). Reagents/catalysts: [Pd] (palladium). The solvent is CO (MeOH). Conditions: time 3 hour. Product: NC=1C(=C(C(=O)NC)C=CC1)NC1CC1 (3-amino-2-(cyclopropylamino)-N-methylbenzamide). Reaction SMILES: [CH:1]1([NH:4][C:5]2[C:14]([N+:15]([O-])=O)=[CH:13][CH:12]=[CH:11][C:6]=2[C:7]([NH:9][CH3:10])=[O:8])[CH2:3][CH2:2]1>CO.[Pd]>[NH2:15][C:14]1[C:5]([NH:4][CH:1]2[CH2:3][CH2:2]2)=[C:6]([CH:11]=[CH:12][CH:13]=1)[C:7]([NH:9][CH3:10])=[O:8]. Reported procedure: To a solution of 2-(cyclopropylamino)-N-methyl-3-nitrobenzamide (1.76 g, 7.48 mmol) in MeOH (25 mL) was added palladium 10 wt % on carbon (180 mg, 75 mmol) under N2. After flushing the flask with N2 for 2 min, the solution was stirred under a H2 balloon for 3 h. LC-MS showed the reaction was complete. The reaction mixture was filtered and the filtrates collected, rinsed with MeOH and concentrated. The residue was purified by column chromatography on a silica gel column using EtOAc:DCM (1:1) as e... Reactants: O=C[O-], O=CO, Cl, NO, [Na+], O, O=Cc1cn(-c2ccc(C(=O)O)cc2)nc1-c1csc2ccccc12. The product is N#Cc1cn(-c2ccc(C(=O)O)cc2)nc1-c1csc2ccccc12. RXN SMILES: [CH:29]([O-:30])=[O:31].[CH:34]([OH:35])=[O:36].[ClH:26].[NH2:27][OH:28].[Na+:32].[OH2:33].[s:1]1[c:2]2[c:3]([c:4](-[c:6]3[n:7][n:8](-[c:13]4[cH:14][cH:15][c:16]([C:17](=[O:18])[OH:19])[cH:20][cH:21]4)[cH:9][c:10]3[CH:11]=[O:12])[cH:5]1)[cH:22][cH:23][cH:24][cH:25]2>>[s:1]1[c:2]2[c:3]([c:4](-[c:6]3[n:7][n:8](-[c:13]4[cH:14][cH:15][c:16]([C:17](=[O:18])[OH:19])[cH:20][cH:21]4)[cH:9][c:10]3[C:11]#[N:27])[cH:5]1)[cH:22][cH:23][cH:24][cH:25]2.